Dataset: the Open Reaction Database (ORD), a public repository of structured organic reaction records. Task: describe an organic reaction: reactants, conditions, products, and yield Starting materials: C(C)OC(C1=C(N=C(C=C1C#CCOC)C1=C(C=CC=C1CC)CC)C)=O (6-(2,6-diethyl-phenyl)-4-(3-methoxy-prop-1-ynyl)-2-methyl-nicotinic acid ethyl ester). Reagents/catalysts: [Pd] (Pd/C). Run in CO (MeOH). Conditions: time 18 hour. The product is 6-(2,6-diethyl)-4-(3-methoxypropyl)-2-methyl-nicotinic acid ethyl ester, C(C)OC(C1=C(N=C(C=C1CCC)C1=C(C=CC=C1CC)CC)C)=O (6-(2,6-diethyl-phenyl)-2-methyl-4-propyl-nicotinic acid ethyl ester). Reaction SMILES: [CH2:1]([O:3][C:4](=[O:27])[C:5]1[C:10]([C:11]#[C:12][CH2:13]OC)=[CH:9][C:8]([C:16]2[C:21]([CH2:22][CH3:23])=[CH:20][CH:19]=[CH:18][C:17]=2[CH2:24][CH3:25])=[N:7][C:6]=1[CH3:26])[CH3:2]>CO.[Pd]>[CH2:1]([O:3][C:4](=[O:27])[C:5]1[C:10]([CH2:11][CH2:12][CH3:13])=[CH:9][C:8]([C:16]2[C:21]([CH2:22][CH3:23])=[CH:20][CH:19]=[CH:18][C:17]=2[CH2:24][CH3:25])=[N:7][C:6]=1[CH3:26])[CH3:2]. Procedure details: A mixture of 6-(2,6-diethyl-phenyl)-4-(3-methoxy-prop-1-ynyl)-2-methyl-nicotinic acid ethyl ester (160 mg, 0.44 mmol) and 10% Pd/C (40 mg, 25 wt %) in MeOH (20 mL) is hydrogenated for 18 hours at 55 psi (Parr shaker). After filtration through celite, the filtrate is concentrated in vacuo and the residue purified by flash chromatography to give 6-(2,6-diethyl)-4-(3-methoxypropyl)-2-methyl-nicotinic acid ethyl ester and 6-(2,6-diethyl-phenyl)-2-methyl-4-propyl-nicotinic acid ethyl ester. The reactants are [Ag+], Clc1ccc(C(Br)Br)c(Br)c1, CCO, O=[N+]([O-])[O-], O. Yields the product O=Cc1ccc(Cl)cc1Br. RXN SMILES: [Ag+:16].[Br:1][c:2]1[c:3]([CH:9]([Br:10])[Br:11])[cH:4][cH:5][c:6]([Cl:8])[cH:7]1.[CH3:12][CH2:13][OH:14].[O-:17][N+:18]([O-:19])=[O:20].[OH2:15]>>[Br:1][c:2]1[c:3]([CH:9]=[O:14])[cH:4][cH:5][c:6]([Cl:8])[cH:7]1. Reactants: [Br-], CCCC[N+](CCCC)(CCCC)CCCC, CC(C)=CCCC(C)=CCCl, [Na], CCCCCCCC(O)CCC(=O)O. Yields the product CCCCCCCC(O)CCC(=O)OCC=C(C)CCC=C(C)C. Reaction SMILES: [Br-:27].[CH2:28]([N+:29]([CH2:30][CH2:31][CH2:32][CH3:33])([CH2:34][CH2:35][CH2:36][CH3:37])[CH2:38][CH2:39][CH2:40][CH3:41])[CH2:42][CH2:43][CH3:44].[Cl:1][CH2:2][CH:3]=[C:4]([CH2:5][CH2:6][CH:7]=[C:8]([CH3:9])[CH3:10])[CH3:11].[Na:12].[OH:13][CH:14]([CH2:15][CH2:16][C:17](=[O:18])[OH:19])[CH2:20][CH2:21][CH2:22][CH2:23][CH2:24][CH2:25][CH3:26]>>[CH2:2]([CH:3]=[C:4]([CH2:5][CH2:6][CH:7]=[C:8]([CH3:9])[CH3:10])[CH3:11])[O:19][C:17]([CH2:16][CH2:15][CH:14]([OH:13])[CH2:20][CH2:21][CH2:22][CH2:23][CH2:24][CH2:25][CH3:26])=[O:18]. Reactants: C(CC)OC1=C(C=C(C=C1)C1=NC(=NO1)C1=CC(=C(C=C1)OC(C)C)I)OC (5-(4-Propoxy-3-methoxyphenyl)-3-(3-iodo-4-isopropoxyphenyl)-1,2,4-oxadiazole), ClC=1C=C(C=CC1OCCC)C1=NC(=NO1)C1=CC(=C(C=C1)OC(C)C)I (5-(3-chloro-4-propoxyphenyl)-3-(3-iodo-4-isopropoxyphenyl)-1,2,4-oxadiazole). The product is C(CC)OC1=C(C=C(C=C1)C1=NC(=NO1)C1=CC(=C(C=C1)O)I)OC (4-(5-(4-Propoxy-3-methoxyphenyl)-1,2,4-oxadiazol-3-yl)-2-iodophenol). Yield: 80.0%. As a reaction SMILES: [CH2:1]([O:4][C:5]1[CH:10]=[CH:9][C:8]([C:11]2[O:15][N:14]=[C:13]([C:16]3[CH:21]=[CH:20][C:19]([O:22]C(C)C)=[C:18]([I:26])[CH:17]=3)[N:12]=2)=[CH:7][C:6]=1[O:27][CH3:28])[CH2:2][CH3:3].ClC1C=C(C2ON=C(C3C=CC(OC(C)C)=C(I)C=3)N=2)C=CC=1OCCC>>[CH2:1]([O:4][C:5]1[CH:10]=[CH:9][C:8]([C:11]2[O:15][N:14]=[C:13]([C:16]3[CH:21]=[CH:20][C:19]([OH:22])=[C:18]([I:26])[CH:17]=3)[N:12]=2)=[CH:7][C:6]=1[O:27][CH3:28])[CH2:2][CH3:3]. Reported procedure: When the product of Step A was substituted for 5-(3-chloro-4-propoxyphenyl)-3-(3-iodo-4-isopropoxyphenyl)-1,2,4-oxadiazole in Example 36, Step C, the similar procedure afforded the title compound in 80% yield, as creamy solid. 1H-NMR (CDCl3) 8.48 (d, 1H, J=1.98 Hz); 8.04 (dd, 1H, J=8.46, 1.98 Hz); 7.7 (dd, 1H, J=8.43, 2.01 Hz); 7.65 (d, 1H, J=1.95 Hz); 7.07 (d, 1H, J=8.49 Hz); 6.97 (d, 1H), J=8.46 Hz); 5.63 (s, 1H); 4.06 (t, 2H, J=6.8 Hz); 4.02 (s, 3H); 1.94-1.87 (m, 2H); 1.06 (t, 3H, J=7.41 Hz)...